From a dataset of the Open Reaction Database (ORD), a public repository of structured organic reaction records. describe an organic reaction: reactants, conditions, products, and yield The reactants are BrCC1CCCCO1, O=C1Nc2cccc(Cl)c2C12COc1cc3c(cc12)OCO3, CC(C)c1nc(CCl)cs1. The product is CC(C)c1nc(CN2C(=O)C3(COc4cc5c(cc43)OCO5)c3c(Cl)cccc32)cs1. As a reaction SMILES: [Br:11][CH2:12][CH:13]1[CH2:14][CH2:15][CH2:16][CH2:17][O:18]1.[Cl:19][c:20]1[c:21]2[c:22]([cH:23][cH:24][cH:25]1)[NH:26][C:27](=[O:40])[C:28]21[CH2:29][O:30][c:31]2[c:32]1[cH:33][c:34]1[c:35]([cH:39]2)[O:36][CH2:37][O:38]1.[Cl:1][CH2:2][c:3]1[n:4][c:5]([CH:8]([CH3:9])[CH3:10])[s:6][cH:7]1>>[CH2:2]([c:3]1[n:4][c:5]([CH:8]([CH3:9])[CH3:10])[s:6][cH:7]1)[N:26]1[c:22]2[c:21]([c:20]([Cl:19])[cH:25][cH:24][cH:23]2)[C:28]2([C:27]1=[O:40])[CH2:29][O:30][c:31]1[c:32]2[cH:33][c:34]2[c:35]([cH:39]1)[O:36][CH2:37][O:38]2. Reactants: C1(=C(C(=CC=C1)C(=O)O)C(=O)O)C1=CC(=C(C=C1)C(=O)O)C(=O)O (2,3,3′,4′-Biphenyltetracarboxylic acid), C(C)(=O)OC(C)=O (acetic anhydride). Yields the product C1=CC(=C2C(=C1)C(=O)OC2=O)C3=CC4=C(C=C3)C(=O)OC4=O (a-BPDA). Isolated yield 90.1%. Reaction SMILES: [C:1]1([C:13]2[CH:18]=[CH:17][C:16]([C:19]([OH:21])=[O:20])=[C:15]([C:22]([OH:24])=O)[CH:14]=2)[CH:6]=[CH:5][CH:4]=[C:3]([C:7](O)=[O:8])[C:2]=1[C:10]([OH:12])=[O:11].C(OC(=O)C)(=O)C>>[CH:5]1[CH:4]=[C:3]2[C:7]([O:11][C:10](=[O:12])[C:2]2=[C:1]([C:13]2[CH:18]=[CH:17][C:16]3[C:19]([O:21][C:22](=[O:24])[C:15]=3[CH:14]=2)=[O:20])[CH:6]=1)=[O:8]. Reported procedure: 2,3,3′,4′-Biphenyltetracarboxylic acid (4) (33 gm, 100 mmol) was suspended in minimum amount of acetic anhydride and heated to reflux for 4 hours. The reaction mixture was cooled to room temperature. The corresponding dianhydride precipitated out and was collected and washed with ether to remove trace of acetic acid before drying under vacuum to afford 26.5 g (90%) of a-BPDA. Mp=195-196° C.